This data is from the Open Reaction Database (ORD), a public repository of structured organic reaction records. The task is: describe an organic reaction: reactants, conditions, products, and yield Reactants: C(C)(C)(C)C=1C=CC(C1)=C(C)C (3-tert-butyl-6,6-dimethylfulvene), C(C)(C)(C)C=1C=CC=2CC3=CC=C(C=C3C2C1)C(C)(C)C (3,6-di-tert-butylfluorene), CCCCCC (hexane), C(CCC)[Li] (n-butyllithium). Run in CCOCC (ether), CCOCC (ether), O (water). Product: C(C)(C)(C)C1=CC(C=C1)C(C)(C)C1=CC(=CC=2C3=CC(=CC=C3CC12)C(C)(C)C)C(C)(C)C (2-(3-tert-butylcyclopentadienyl)-2-(3,6-di-tert-butylfluorenyl)propane). Yield: 43.1%. Reaction SMILES: [C:1]([C:5]1[CH:6]=[CH:7][C:8]2[CH2:9][C:10]3[C:15]([C:16]=2[CH:17]=1)=[CH:14][C:13]([C:18]([CH3:21])([CH3:20])[CH3:19])=[CH:12][CH:11]=3)([CH3:4])([CH3:3])[CH3:2].CCCCCC.C([Li])CCC.[C:33]([C:37]1[CH:38]=[CH:39][C:40](=[C:42]([CH3:44])[CH3:43])[CH:41]=1)([CH3:36])([CH3:35])[CH3:34]>CCOCC.O>[C:33]([C:37]1[CH:38]=[CH:39][CH:40]([C:42]([C:11]2[C:10]3[CH2:9][C:8]4[C:16](=[CH:17][C:5]([C:1]([CH3:4])([CH3:3])[CH3:2])=[CH:6][CH:7]=4)[C:15]=3[CH:14]=[C:13]([C:18]([CH3:21])([CH3:20])[CH3:19])[CH:12]=2)([CH3:44])[CH3:43])[CH:41]=1)([CH3:36])([CH3:35])[CH3:34]. Reported procedure: To a solution of 1.98 g (7.1 mmol) of 3,6-di-tert-butylfluorene in 40 ml of ether, 4.6 ml (7.5 mmol) of a hexane solution of n-butyllithium was dropwise added in a nitrogen atmosphere with ice cooling, followed by stirring at room temperature for one night. To the resulting red solution, a solution of 1.56 g (9.6 mmol) of 3-tert-butyl-6,6-dimethylfulvene in 20 ml of ether was further dropwise added in a nitrogen atmosphere with ice cooling, followed by stirring at room temperature for one night.... The reactants are COc1ccc(P2(=S)SP(=S)(c3ccc(OC)cc3)S2)cc1, Cc1ccccc1, O=C(Nc1cc(F)cc(F)c1)c1ccccn1. The product is Fc1cc(F)cc(NC(=S)c2ccccn2)c1. Reaction SMILES: [CH3:18][O:19][c:20]1[cH:21][cH:22][c:23]([P:24]2(=[S:27])[S:25][P:26]([c:28]3[cH:29][cH:30][c:31]([O:32][CH3:33])[cH:34][cH:35]3)(=[S:36])[S:37]2)[cH:38][cH:39]1.[CH3:40][c:41]1[cH:42][cH:43][cH:44][cH:45][cH:46]1.[F:1][c:2]1[cH:3][c:4]([NH:9][C:10](=[O:11])[c:12]2[n:13][cH:14][cH:15][cH:16][cH:17]2)[cH:5][c:6]([F:8])[cH:7]1>>[F:1][c:2]1[cH:3][c:4]([NH:9][C:10]([c:12]2[n:13][cH:14][cH:15][cH:16][cH:17]2)=[S:27])[cH:5][c:6]([F:8])[cH:7]1. Starting materials: [N-]=[N+]=CC(=O)c1cccc(Br)c1, COC(=O)C(C)(O)C(F)(F)F, ClCCl, O=C([O-])C(F)(F)F, O=C([O-])C(F)(F)F, [Rh+2]. Yields the product COC(=O)C(C)(OCC(=O)c1cccc(Br)c1)C(F)(F)F. Reaction SMILES: [Br:12][c:13]1[cH:14][c:15]([C:19]([CH:20]=[N+:21]=[N-:22])=[O:23])[cH:16][cH:17][cH:18]1.[CH3:1][O:2][C:3]([C:4]([C:5]([F:6])([F:7])[F:8])([CH3:9])[OH:10])=[O:11].[Cl:24][CH2:25][Cl:26].[F:27][C:28]([F:29])([F:30])[C:31]([O-:32])=[O:33].[F:35][C:36]([F:37])([F:38])[C:39]([O-:40])=[O:41].[Rh+2:34]>>[CH3:1][O:2][C:3]([C:4]([C:5]([F:6])([F:7])[F:8])([CH3:9])[O:10][CH2:20][C:19]([c:15]1[cH:14][c:13]([Br:12])[cH:18][cH:17][cH:16]1)=[O:23])=[O:11]. The reactants are CS (methyl mercaptan), [N+](=O)([O-])C1=CC(=C(C=C1)SCl)C(Cl)(Cl)Cl (4-nitro-2-trichloromethylbenzenesulfenyl chloride). The solvent is C(C)OCC (diethyl ether). Run at time 2 hour. The product is CSSC1=C(C=C(C=C1)[N+](=O)[O-])C(Cl)(Cl)Cl (methyldithio-4-nitro-2-trichloromethylbenzene). Isolated yield 88.1%. Reaction SMILES: [CH3:1][SH:2].[N+:3]([C:6]1[CH:11]=[CH:10][C:9]([S:12]Cl)=[C:8]([C:14]([Cl:17])([Cl:16])[Cl:15])[CH:7]=1)([O-:5])=[O:4]>C(OCC)C>[CH3:1][S:2][S:12][C:9]1[CH:10]=[CH:11][C:6]([N+:3]([O-:5])=[O:4])=[CH:7][C:8]=1[C:14]([Cl:17])([Cl:16])[Cl:15]. Procedure details: At 5° C., 7.2 g of methyl mercaptan is passed over a period of 20 minutes into a solution of 46 g of 4-nitro-2-trichloromethylbenzenesulfenyl chloride in 750 ml of diethyl ether. The reaction mixture is kept at 5° to 10° C. for 2 hours. After the solvent has been distilled off, the residue is recrystallized from ligroin. There is obtained 42 g (88% of theory) of methyldithio-4-nitro-2-trichloromethylbenzene; m.p.: 76° C. Reactants: C(C)(C)(C)OC(NC1=CC(=C(C=C1NC(CC(C1=CC(=CC=C1)N1N=NC=C1)=O)=O)C1=C(C=CC=C1)F)OCC(F)(F)F)=O ([2′-fluoro-5-[3-oxo-3-(3-[1,2,3]triazol-1-yl-phenyl)-propionylamino]-2-(2,2,2-trifluoro-ethoxy)-biphenyl-4-yl]-carbamic acid tert.-butyl ester), C(=O)(C(F)(F)F)O (TFA). Solvent: C(Cl)Cl (CH2Cl2). Yields the product FC1=C(C=CC=C1)C=1C(=CC2=C(NC(CC(=N2)C2=CC(=CC=C2)N2N=NC=C2)=O)C1)OCC(F)(F)F (8-(2-Fluoro-phenyl)-4-(3-[1,2,3]triazol-1-yl-phenyl)-7-(2,2,2-trifluoro-ethoxy)-1,3-dihydro-benzo[b][1,4]diazepin-2-one), solid. RXN SMILES: C(OC(=O)[NH:7][C:8]1[C:13]([NH:14][C:15](=[O:30])[CH2:16][C:17](=O)[C:18]2[CH:23]=[CH:22][CH:21]=[C:20]([N:24]3[CH:28]=[CH:27][N:26]=[N:25]3)[CH:19]=2)=[CH:12][C:11]([C:31]2[CH:36]=[CH:35][CH:34]=[CH:33][C:32]=2[F:37])=[C:10]([O:38][CH2:39][C:40]([F:43])([F:42])[F:41])[CH:9]=1)(C)(C)C.C(O)(C(F)(F)F)=O>C(Cl)Cl>[F:37][C:32]1[CH:33]=[CH:34][CH:35]=[CH:36][C:31]=1[C:11]1[C:10]([O:38][CH2:39][C:40]([F:41])([F:42])[F:43])=[CH:9][C:8]2[N:7]=[C:17]([C:18]3[CH:23]=[CH:22][CH:21]=[C:20]([N:24]4[CH:28]=[CH:27][N:26]=[N:25]4)[CH:19]=3)[CH2:16][C:15](=[O:30])[NH:14][C:13]=2[CH:12]=1. Reported procedure: The title compound was prepared from [2′-fluoro-5-[3-oxo-3-(3-[1,2,3]triazol-1-yl-phenyl)-propionylamino]-2-(2,2,2-trifluoro-ethoxy)-biphenyl-4-yl]-carbamic acid tert.-butyl ester (Example M24) by treatment with TFA in CH2Cl2 according to the general procedure N. Obtained as an orange solid (45 mg). Starting materials: COC(=O)c1ccc(Cc2c[nH]c3ccc(NC(=O)OC4CCCC4)cc23)c(OC)c1, CO, [Li+], C1CCOC1, [OH-], O, O. Product: COc1cc(C(=O)O)ccc1Cc1c[nH]c2ccc(NC(=O)OC3CCCC3)cc12. Reaction SMILES: [CH3:1][O:2][C:3]([c:4]1[cH:5][c:6]([O:29][CH3:30])[c:7]([CH2:10][c:11]2[cH:12][nH:13][c:14]3[cH:15][cH:16][c:17]([NH:20][C:21](=[O:22])[O:23][CH:24]4[CH2:25][CH2:26][CH2:27][CH2:28]4)[cH:18][c:19]23)[cH:8][cH:9]1)=[O:31].[CH3:32][OH:33].[Li+:41].[O:34]1[CH2:35][CH2:36][CH2:37][CH2:38]1.[OH-:40].[OH2:39].[OH2:42]>>[O:2]=[C:3]([c:4]1[cH:5][c:6]([O:29][CH3:30])[c:7]([CH2:10][c:11]2[cH:12][nH:13][c:14]3[cH:15][cH:16][c:17]([NH:20][C:21](=[O:22])[O:23][CH:24]4[CH2:25][CH2:26][CH2:27][CH2:28]4)[cH:18][c:19]23)[cH:8][cH:9]1)[OH:31]. Starting materials: CCc1cnc(CC)c(NC2CN(C(=O)OCc3ccccc3)CC2OCCF)n1, CCOC1CNCC1Nc1nc(CC)c(-c2ccc(Cl)cc2Cl)nc1CC. Yields the product CCc1cnc(CC)c(NC2CNCC2OCCF)n1. As a reaction SMILES: [CH2:28]([O:29][C:30](=[O:31])[N:38]1[CH2:39][CH:40]([NH:47][c:48]2[n:49][c:50]([CH2:56][CH3:57])[cH:51][n:52][c:53]2[CH2:54][CH3:55])[CH:41]([O:43][CH2:44][CH2:45][F:46])[CH2:42]1)[c:32]1[cH:33][cH:34][cH:35][cH:36][cH:37]1.[Cl:1][c:2]1[cH:3][c:4]([Cl:5])[cH:6][cH:7][c:8]1-[c:9]1[n:10][c:11]([CH2:12][CH3:13])[c:14]([NH:15][CH:16]2[CH:17]([O:18][CH2:19][CH3:20])[CH2:21][NH:22][CH2:23]2)[n:24][c:25]1[CH2:26][CH3:27]>>[NH:38]1[CH2:39][CH:40]([NH:47][c:48]2[n:49][c:50]([CH2:56][CH3:57])[cH:51][n:52][c:53]2[CH2:54][CH3:55])[CH:41]([O:43][CH2:44][CH2:45][F:46])[CH2:42]1.